From a dataset of the Open Reaction Database (ORD), a public repository of structured organic reaction records. describe an organic reaction: reactants, conditions, products, and yield The reactants are C(C)NCC (diethylamine), CC(C(C(C)=O)=NO)=O (pentane-2,3,4-trione 3-oxime), S(=O)(=O)(OC)OC (dimethyl sulfate), C([O-])([O-])=O.[K+].[K+] (potassium carbonate), COC(C)(C)C (Tert-butyl Methyl Ether), COC(C)(C)C (tert-butyl methyl ether). The solvent is CC(=O)C (acetone). Conditions: temperature 20 celsius, time 2 hour. The product is COC(C)(C)C.CC(=O)C (Tert-butyl Methyl Ether Acetone). The yield is 70.0%. Reaction SMILES: CC(=O)[C:3](=NO)[C:4](=[O:6])[CH3:5].S(OC)(OC)(=O)=O.C(=O)([O-])[O-].[K+].[K+].C(NCC)C.[CH3:28][O:29][C:30]([CH3:33])([CH3:32])[CH3:31]>CC(C)=O>[CH3:28][O:29][C:30]([CH3:33])([CH3:32])[CH3:31].[CH3:3][C:4]([CH3:5])=[O:6] |f:2.3.4,8.9|. Procedure: A solution of 12.9 g of pentane-2,3,4-trione 3-oxime in 38.5 g of MTBE and 13.9 g of dimethyl sulfate (DMS) were added dropwise to a suspension of 16.6 g of potassium carbonate in a mixture of 30 g of tert-butyl methyl ether (MTBE) and 10 g of acetone at about 20° C. with cooling. After stirring at about 20° C. for 2 h, 2.2 g of diethylamine were added to destroy excess DMS and, after stirring at about 20° C. for a further hour, 80 ml of water were added. The solution was extracted with tert-but... The reactants are O=C([O-])[O-], CC#N, Clc1ccc(CBr)cc1, [K+], [K+], COc1cc(C=O)ccc1O. The product is COc1cc(C=O)ccc1OCc1ccc(Cl)cc1. As a reaction SMILES: [C:21](=[O:22])([O-:23])[O-:24].[CH3:27][C:28]#[N:29].[Cl:12][c:13]1[cH:14][cH:15][c:16]([CH2:17][Br:18])[cH:19][cH:20]1.[K+:25].[K+:26].[OH:1][c:2]1[c:3]([O:10][CH3:11])[cH:4][c:5]([CH:6]=[O:7])[cH:8][cH:9]1>>[O:1]([c:2]1[c:3]([O:10][CH3:11])[cH:4][c:5]([CH:6]=[O:7])[cH:8][cH:9]1)[CH2:17][c:16]1[cH:15][cH:14][c:13]([Cl:12])[cH:20][cH:19]1. Reactants: OC(C[C@@]1(CCN(C(O1)=O)[C@@H](C)C1=CC=C(C=C1)B1OC(C(O1)(C)C)(C)C)C1=CC=CC=C1)(C)C ((S)-6-(2-hydroxy-2-methylpropyl)-6-phenyl-3-((S)-1-(4-(4,4,5,5-tetramethyl-1,3,2-dioxaborolan-2-yl)phenyl)ethyl)-1,3-oxazinan-2-one), BrC1=NC=C(C(=O)NC2CC2)C=C1 (6-bromo-N-cyclopropylnicotinamide), C(C)(=O)OC(C)C (isopropyl acetate). The product is C1(CC1)NC(C1=CN=C(C=C1)C1=CC=C(C=C1)[C@H](C)N1C(O[C@](CC1)(C1=CC=CC=C1)CC(C)(C)O)=O)=O (N-cyclopropyl-6-(4-((S)-1-((S)-6-(2-hydroxy-2-methylpropyl)-2-oxo-6-phenyl-1,3-oxazinan-3-yl)ethyl)phenyl)nicotinamide). Reaction SMILES: [OH:1][C:2]([CH3:35])([CH3:34])[CH2:3][C@@:4]1([C:28]2[CH:33]=[CH:32][CH:31]=[CH:30][CH:29]=2)[O:9][C:8](=[O:10])[N:7]([C@H:11]([C:13]2[CH:18]=[CH:17][C:16](B3OC(C)(C)C(C)(C)O3)=[CH:15][CH:14]=2)[CH3:12])[CH2:6][CH2:5]1.Br[C:37]1[CH:48]=[CH:47][C:40]([C:41]([NH:43][CH:44]2[CH2:46][CH2:45]2)=[O:42])=[CH:39][N:38]=1.C(OC(C)C)(=O)C>>[CH:44]1([NH:43][C:41](=[O:42])[C:40]2[CH:47]=[CH:48][C:37]([C:16]3[CH:17]=[CH:18][C:13]([C@@H:11]([N:7]4[CH2:6][CH2:5][C@:4]([CH2:3][C:2]([OH:1])([CH3:35])[CH3:34])([C:28]5[CH:29]=[CH:30][CH:31]=[CH:32][CH:33]=5)[O:9][C:8]4=[O:10])[CH3:12])=[CH:14][CH:15]=3)=[N:38][CH:39]=2)[CH2:46][CH2:45]1. Procedure: The title compound was prepared from (S)-6-(2-hydroxy-2-methylpropyl)-6-phenyl-3-((S)-1-(4-(4,4,5,5-tetramethyl-1,3,2-dioxaborolan-2-yl)phenyl)ethyl)-1,3-oxazinan-2-one and 6-bromo-N-cyclopropylnicotinamide following a procedure analogous to that described in Example 14. LC-MS Method 1 tR=1.74 min, m/z=456.1; 1H NMR (CDCl3) 0.61 (m, 2H), 0.82 (m, 2H), 1.13 (s, 3H), 1.22 (s, 3H), 1.49 (d, 3H), 2.17 (m, 3H), 2.21 (m, 1H), 2.31 (m, 1H), 2.79 (m, 1H), 2.88 (m, 1H), 5.66 (m, 1H), 6.40 (s, 1H), 6.99 (... The reactants are COC(C1=CC(=C(C=C1)C)N1C(C(=NC(=C1)Br)Br)=O)=O (3-(3,5-dibromo-2-oxo-2H-pyrazin-1-yl)-4-methyl-benzoic acid methyl ester), C1(=CC=CC=C1)COC(=O)N1CCC(CC1)[C@H](C1=CC=CC=C1)N (4-[(R)-aminophenylmethyl]-1-piperidinecarboxylic acid phenylmethyl ester), C(=O)[O-].[NH4+] (ammonium formate), C1(CC1)N (cyclopropylamine), C1(CCCC1)[Mg]Br (cyclopentylmagnesium bromide). Reagents/catalysts: [Pd] (palladium on carbon). Run in C(C)O (ethanol), C1CCOC1 (THF), C(C)N(CC)CC (triethylamine). Conditions: temperature 120 celsius, time 30 minute. Yields the product C1(CC1)NC(=O)C=1C=CC(=C(C1)N1C(C(=NC=C1)N[C@H](C1CCN(CC1)C(=O)OCC1=CC=CC=C1)C1=CC=CC=C1)=O)C (4-[(R)-[[4-[5-[(Cyclopropylamino)carbonyl]-2-methylphenyl]-3,4-dihydro-3-oxopyrazinyl]amino]phenylmethyl]-1-piperidinecarboxylic acid, phenylmethyl ester). RXN SMILES: CO[C:3](=[O:20])[C:4]1[CH:9]=[CH:8][C:7]([CH3:10])=[C:6]([N:11]2[CH:16]=[C:15](Br)[N:14]=[C:13](Br)[C:12]2=[O:19])[CH:5]=1.[C:21]1([CH2:27][O:28][C:29]([N:31]2[CH2:36][CH2:35][CH:34]([C@@H:37]([NH2:44])[C:38]3[CH:43]=[CH:42][CH:41]=[CH:40][CH:39]=3)[CH2:33][CH2:32]2)=[O:30])[CH:26]=[CH:25][CH:24]=[CH:23][CH:22]=1.[CH:45]1([NH2:48])[CH2:47][CH2:46]1.C1([Mg]Br)CCCC1.C([O-])=O.[NH4+]>C1COCC1.[Pd].C(O)C.C(N(CC)CC)C>[CH:45]1([NH:48][C:3]([C:4]2[CH:9]=[CH:8][C:7]([CH3:10])=[C:6]([N:11]3[CH:16]=[CH:15][N:14]=[C:13]([NH:44][C@@H:37]([C:38]4[CH:39]=[CH:40][CH:41]=[CH:42][CH:43]=4)[CH:34]4[CH2:33][CH2:32][N:31]([C:29]([O:28][CH2:27][C:21]5[CH:22]=[CH:23][CH:24]=[CH:25][CH:26]=5)=[O:30])[CH2:36][CH2:35]4)[C:12]3=[O:19])[CH:5]=2)=[O:20])[CH2:47][CH2:46]1 |f:4.5|. Procedure details: To a stirred solution of 3-(3,5-dibromo-2-oxo-2H-pyrazin-1-yl)-4-methyl-benzoic acid methyl ester (Example 1b, 0.1 g) in anhydrous THF (2 mL) within a microwave vial was added triethylamine (100 μL) and 4-[(R)-aminophenylmethyl]-1-piperidinecarboxylic acid phenylmethyl ester (Example 101b, 98 mg). The reaction was heated within a microwave at 120° C. for 60 minutes before cooling to room temperature and adding cyclopropylamine (150 μL) and cyclopentylmagnesium bromide (2M in diethyl ether, 0.75 ... Starting materials: O=Cc1ccccc1Cl, N#CCc1ccc2ccccc2c1Cl, [NH4+], [OH-], O. Product: O=C1Cc2c(cc3ccccc3c2Cl)C(c2ccccc2Cl)N1. Reaction SMILES: [Cl:15][c:16]1[c:17]([CH:18]=[O:19])[cH:20][cH:21][cH:22][cH:23]1.[Cl:1][c:2]1[c:3]([CH2:12][C:13]#[N:14])[cH:4][cH:5][c:6]2[cH:7][cH:8][cH:9][cH:10][c:11]12.[NH4+:24].[OH-:25].[OH2:26]>>[Cl:1][c:2]1[c:3]2[c:4]([cH:5][c:6]3[cH:7][cH:8][cH:9][cH:10][c:11]13)[CH:18]([c:17]1[c:16]([Cl:15])[cH:23][cH:22][cH:21][cH:20]1)[NH:14][C:13](=[O:25])[CH2:12]2. Reaction SMILES: [CH:1]([CH3:2])([CH3:3])[c:4]1[c:5]([CH:10]([CH3:11])[CH3:12])[cH:6][cH:7][cH:8][cH:9]1.[cH:13]1[cH:14][cH:15][cH:16][cH:17][cH:18]1>>[CH:1]([CH3:2])([CH3:3])[c:4]1[cH:5][cH:6][cH:7][cH:8][cH:9]1. Starting materials: CC(C)c1ccccc1C(C)C, c1ccccc1. Product: CC(C)c1ccccc1. Starting materials: [BH3-]C#N, CCOC(=O)Cc1ccc(OC)c(Oc2ccc([N+](=O)[O-])cc2C=O)c1, CCN, ClCCl, [Na+]. Product: CCNCc1cc([N+](=O)[O-])ccc1Oc1cc(CC(=O)OCC)ccc1OC. RXN SMILES: [C:30]([BH3-:31])#[N:32].[CH2:1]([CH3:2])[O:3][C:4]([CH2:5][c:6]1[cH:7][c:8]([O:14][c:15]2[c:16]([CH:24]=[O:25])[cH:17][c:18]([N+:21](=[O:22])[O-:23])[cH:19][cH:20]2)[c:9]([O:12][CH3:13])[cH:10][cH:11]1)=[O:26].[CH3:27][CH2:28][NH2:29].[Cl:34][CH2:35][Cl:36].[Na+:33]>>[CH2:1]([CH3:2])[O:3][C:4]([CH2:5][c:6]1[cH:7][c:8]([O:14][c:15]2[c:16]([CH2:24][NH:29][CH2:28][CH3:27])[cH:17][c:18]([N+:21](=[O:22])[O-:23])[cH:19][cH:20]2)[c:9]([O:12][CH3:13])[cH:10][cH:11]1)=[O:26]. Starting materials: C(#N)C1CN(CC1=O)C(=O)OC(C)(C)C (tert-butyl 3-cyano-4-oxopyrrolidine-1 carboxylate), CC1=NNC(=C1)N (3-methyl-1H-pyrazol-5-amine). Procedure details: To a stirred solution of 250 mg (1.19 mmol) of tert-butyl 3-cyano-4-oxopyrrolidine-1 carboxylate in ethanol (5 mL) was added 115 mg (1.19 mmol) of 3-methyl-1H-pyrazol-5-amine. The reaction mixture was refluxed for 1 h, cooled to ambient temperature and the solvent evaporated in vacuo. The resulting residue was chromatographed on a Biotage Horizon® system (silica gel, 0 to 100% ethyl acetate/hexanes gradient) to yield the title compound as a white solid. LC/MS 290.1 (M+1). The solvent is C(C)O (ethanol). Reaction SMILES: [C:1]([CH:3]1[C:7](=O)[CH2:6][N:5]([C:9]([O:11][C:12]([CH3:15])([CH3:14])[CH3:13])=[O:10])[CH2:4]1)#[N:2].[CH3:16][C:17]1[CH:21]=[C:20]([NH2:22])[NH:19][N:18]=1>C(O)C>[NH2:2][C:1]1[N:19]2[N:18]=[C:17]([CH3:16])[CH:21]=[C:20]2[N:22]=[C:7]2[CH2:6][N:5]([C:9]([O:11][C:12]([CH3:15])([CH3:14])[CH3:13])=[O:10])[CH2:4][C:3]=12. Yields the product NC1=C2C(=NC=3N1N=C(C3)C)CN(C2)C(=O)OC(C)(C)C (tert-Butyl 8-amino-2-methyl-5H-pyrazolo[1,5-a]pyrrolo[3,4-d]pyrimidine-6(7H)-carboxylate).